This data is from the Open Reaction Database (ORD), a public repository of structured organic reaction records. The task is: describe an organic reaction: reactants, conditions, products, and yield The reactants are C1(=CC=CC=C1)[C@@H](CN=[N+]=[N-])NC(=O)OC(C)(C)C ((S)-2-phenyl-2-tert-butoxycarbonylaminoethylazide), FC(C(=O)N1CCC2=CC(=CC=C12)S(=O)(=O)Cl)(F)F (1-(trifluoroacetyl)indoline-5-sulfonyl chloride), O (Water). The reagents and catalysts are [Pd] (Pd/C). Solvent: ClCCl (dichloromethane), ClCCl (dichloromethane). Conditions: temperature -20 celsius, time 8 hour. Yields the product C1(=CC=CC=C1)[C@@H](CNS(=O)(=O)C=1C=C2CCN(C2=CC1)C(C(F)(F)F)=O)NC(=O)OC(C)(C)C ((S)-1-phenyl-1-(tert-butoxycarbonylamino)-2-(1-trifluoroacetylindoline-5-sulfonyl)aminoethane). As a reaction SMILES: [C:1]1([C@H:7]([NH:12][C:13]([O:15][C:16]([CH3:19])([CH3:18])[CH3:17])=[O:14])[CH2:8][N:9]=[N+]=[N-])[CH:6]=[CH:5][CH:4]=[CH:3][CH:2]=1.[F:20][C:21]([F:38])([F:37])[C:22]([N:24]1[C:32]2[C:27](=[CH:28][C:29]([S:33](Cl)(=[O:35])=[O:34])=[CH:30][CH:31]=2)[CH2:26][CH2:25]1)=[O:23].O>ClCCl.[Pd]>[C:1]1([C@H:7]([NH:12][C:13]([O:15][C:16]([CH3:19])([CH3:18])[CH3:17])=[O:14])[CH2:8][NH:9][S:33]([C:29]2[CH:28]=[C:27]3[C:32](=[CH:31][CH:30]=2)[N:24]([C:22](=[O:23])[C:21]([F:38])([F:20])[F:37])[CH2:25][CH2:26]3)(=[O:34])=[O:35])[CH:6]=[CH:5][CH:4]=[CH:3][CH:2]=1. Procedure details: A mixture of (S)-2-phenyl-2-tert-butoxycarbonylaminoethylazide (10.50 g, 0.04 mol) dissolved in 250 mL dichloromethane and 2.5 g of 10% Pd/C was hydrogenated for 5 hrs at 70 psi of H2. The catalyst was separated by filtration. To the filtrate triethylamine (8 mL) was added, the mixture was cooled to −20° C. followed by slow addition of 1-(trifluoroacetyl)indoline-5-sulfonyl chloride (12.56 g, 0.04 mol) dissolved in 150 mL dichloromethane. The reaction mixture was then stirred overnight at room t... Reactants: CC=1C=C(C(=O)N([C@@H](CC2=CC=C(C=C2)C2=CC=NO2)C(=O)O)C)C=C(C1)C (N-(3,5-dimethylbenzoyl)-N-methyl-3-[4-(5-isoxazolyl)-phenyl]-alanine), Cl.COC([C@@H](N)CC1=CNC2=CC=CC=C12)=O ((L)-tryptophane methyl ester hydrochloride), OC1=CC=CC=2NN=NC21 (hydroxybenztriazol), CN(CCCN=C=NCC)C (1-(3-dimethylaminopropyl)-3-ethylcarbodiimide). Run in CN(C=O)C (N,N-dimethylformamide). Product: COC([C@@H](NC([C@H](N(C)C(C1=CC(=CC(=C1)C)C)=O)CC1=CC=C(C=C1)C1=CC=NO1)=O)CC1=CNC2=CC=CC=C12)=O ([N-(3,5-dimethylbenzoyl)-N-methyl-3-[4-(5-isoxazolyl)-phenyl]-(D)-alanyl]-(L)-tryptophane methyl ester), COC([C@@H](NC([C@@H](N(C)C(C1=CC(=CC(=C1)C)C)=O)CC1=CC=C(C=C1)C1=CC=NO1)=O)CC1=CNC2=CC=CC=C12)=O ([N-(3,5-dimethylbenzoyl)-N-methyl-3-[4-(5-isoxazolyl)-phenyl]-(L)-alanyl]-(L)-tryptophane methyl ester). As a reaction SMILES: [CH3:1][C:2]1[CH:3]=[C:4]([CH:25]=[C:26]([CH3:28])[CH:27]=1)[C:5]([N:7]([CH3:24])[C@H:8]([C:21]([OH:23])=[O:22])[CH2:9][C:10]1[CH:15]=[CH:14][C:13]([C:16]2[O:20][N:19]=[CH:18][CH:17]=2)=[CH:12][CH:11]=1)=[O:6].Cl.[CH3:30][O:31][C:32](=[O:45])[C@H:33]([CH2:35][C:36]1[C:44]2[C:39](=[CH:40][CH:41]=[CH:42][CH:43]=2)[NH:38][CH:37]=1)[NH2:34].OC1C2N=NNC=2C=CC=1.CN(C)CCCN=C=NCC>CN(C)C=O>[CH3:30][O:31][C:32](=[O:45])[C@H:33]([CH2:35][C:36]1[C:44]2[C:39](=[CH:40][CH:41]=[CH:42][CH:43]=2)[NH:38][CH:37]=1)[NH:34][C:21](=[O:23])[C@@H:8]([CH2:9][C:10]1[CH:15]=[CH:14][C:13]([C:16]2[O:20][N:19]=[CH:18][CH:17]=2)=[CH:12][CH:11]=1)[N:7]([C:5](=[O:6])[C:4]1[CH:3]=[C:2]([CH3:1])[CH:27]=[C:26]([CH3:28])[CH:25]=1)[CH3:24].[CH3:30][O:31][C:32](=[O:45])[C@H:33]([CH2:35][C:36]1[C:44]2[C:39](=[CH:40][CH:41]=[CH:42][CH:43]=2)[NH:38][CH:37]=1)[NH:34][C:21](=[O:22])[C@H:8]([CH2:9][C:10]1[CH:15]=[CH:14][C:13]([C:16]2[O:20][N:19]=[CH:18][CH:17]=2)=[CH:12][CH:11]=1)[N:7]([C:5](=[O:6])[C:4]1[CH:3]=[C:2]([CH3:1])[CH:27]=[C:26]([CH3:28])[CH:25]=1)[CH3:24] |f:1.2|. Procedure: At 0° C., N-(3,5-dimethylbenzoyl)-N-methyl-3-[4-(5-isoxazolyl)-phenyl]-alanine (445 mg) is stirred in N,N-dimethylformamide (24 ml) together with (L)-tryptophane methyl ester hydrochloride (400 mg), hydroxybenztriazol (330 mg), and 1-(3-dimethylaminopropyl)-3-ethylcarbodiimide (0.32 ml) for 1 hour and at ambient temperature over night. After extraction with ethyl acetate and 10% aqueous citric acid the organic phase is washed with 4% aqueous sodium bicarbonate, and with brine, dried and evaporat... The reactants are OC1=CC=C(C=C1)C=1OC=C(N1)COC1=CC=C(C=C1)CCCN1C=NC=C1 (2-(4-hydroxyphenyl)-4-[4-[3-(1-imidazolyl)propyl]phenoxymethyl]oxazole), C(C1=CC=2OCOC2C=C1)Cl (piperonylchloride). Yields the product N1(C=NC=C1)CCCC1=CC=C(OCC=2N=C(OC2)C2=CC=C(C=C2)OCC2=CC3=C(C=C2)OCO3)C=C1 (4-[4-[3-(1-imidazolyl)propyl]phenoxymethyl]-2-[4-(3,4-methylenedioxyphenylmethoxy)phenyl]oxazole). The yield is 43.0%. Reaction SMILES: [OH:1][C:2]1[CH:7]=[CH:6][C:5]([C:8]2[O:9][CH:10]=[C:11]([CH2:13][O:14][C:15]3[CH:20]=[CH:19][C:18]([CH2:21][CH2:22][CH2:23][N:24]4[CH:28]=[CH:27][N:26]=[CH:25]4)=[CH:17][CH:16]=3)[N:12]=2)=[CH:4][CH:3]=1.[CH2:29](Cl)[C:30]1[CH:38]=[CH:37][C:36]2[O:35][CH2:34][O:33][C:32]=2[CH:31]=1>>[N:24]1([CH2:23][CH2:22][CH2:21][C:18]2[CH:19]=[CH:20][C:15]([O:14][CH2:13][C:11]3[N:12]=[C:8]([C:5]4[CH:4]=[CH:3][C:2]([O:1][CH2:29][C:30]5[CH:38]=[CH:37][C:36]6[O:35][CH2:34][O:33][C:32]=6[CH:31]=5)=[CH:7][CH:6]=4)[O:9][CH:10]=3)=[CH:16][CH:17]=2)[CH:28]=[CH:27][N:26]=[CH:25]1. Reported procedure: In substantially the same manner as in Working Example 131, 2-(4-hydroxyphenyl)-4-[4-[3-(1-imidazolyl)propyl]phenoxymethyl]oxazole was allowed to react with piperonylchloride to give 4-[4-[3-(1-imidazolyl)propyl]phenoxymethyl]-2-[4-(3,4-methylenedioxyphenylmethoxy)phenyl]oxazole. The yield was 43%. Recrystallization from ethyl acetate-hexane gave colorless prisms, mp 124-125° C. Starting materials: CC(C)(C)OC(=O)NC1CCC(=O)CC1 (N-4-boc-aminocyclohexanone), N1CCC1 (azetidine), C(C)(=O)O[BH-](OC(C)=O)OC(C)=O.[Na+] (sodium triacetoxyborohydride), C(C)(=O)[O-].[Na+] (Sodium acetate). The solvent is C(Cl)Cl (DCM), C(Cl)Cl (DCM). Run at time 15 minute. The product is N1(CCC1)C1CCC(CC1)NC(OC(C)(C)C)=O (tert-butyl N-[4-(azetidin-1-yl)cyclohexyl]carbamate). Isolated yield 33.6%. Reaction SMILES: [CH3:1][C:2]([O:5][C:6]([NH:8][CH:9]1[CH2:15][CH2:14][C:12](=O)[CH2:11][CH2:10]1)=[O:7])([CH3:4])[CH3:3].[NH:16]1[CH2:19][CH2:18][CH2:17]1.C([O-])(=O)C.[Na+].C(O[BH-](OC(=O)C)OC(=O)C)(=O)C.[Na+]>C(Cl)Cl>[N:16]1([CH:12]2[CH2:14][CH2:15][CH:9]([NH:8][C:6](=[O:7])[O:5][C:2]([CH3:4])([CH3:3])[CH3:1])[CH2:10][CH2:11]2)[CH2:19][CH2:18][CH2:17]1 |f:2.3,4.5|. Procedure: To a stirred solution of N-4-boc-aminocyclohexanone (500 mg, 2.34 mmol) in DCM (7 mL) was added azetidine (220 ul, 3.26 mmol) and the mixture stirred for 15 minutes. Sodium acetate (193 mg, 2.34 mmol) was added, followed by careful addition of sodium triacetoxyborohydride (746 mg, 3.52 mmol) The reaction mixture was stirred, at ambient temperature, under nitrogen for 3 hours, diluted with DCM to 25 mL total volume and filtered. The filtrate was poured onto and SCX-2 (10 g) cartridge and the cart... Starting materials: CCOC(=O)CC(C)=O, CCO, [Cl-], [K+], [K+], [K+], [K+], O=CC(O)C(O)C(O)C(O)CO, O=P([O-])(O)O, O=P([O-])([O-])O. The product is CCOC(=O)CC(C)O. RXN SMILES: [C:28]([CH2:29][C:30](=[O:31])[CH3:32])(=[O:33])[O:34][CH2:35][CH3:36].[CH3:37][CH2:38][OH:39].[Cl-:26].[K+:18].[K+:24].[K+:25].[K+:27].[O:1]=[CH:2][CH:3]([CH:4]([CH:5]([CH:6]([CH2:7][OH:8])[OH:9])[OH:10])[OH:11])[OH:12].[P:13]([O-:14])([OH:15])([OH:16])=[O:17].[P:19]([O-:20])([O-:21])([OH:22])=[O:23]>>[C:28]([CH2:29][CH:30]([OH:31])[CH3:32])(=[O:33])[O:34][CH2:35][CH3:36]. Reactants: CCCN(CC(CC)Sc1ccc(OCC(=O)OCC)c(C)c1)S(=O)(=O)c1ccc(OC(F)(F)F)cc1, CCO, CCOC(C)=O, Cl, [Na+], [OH-]. Yields the product CCCN(CC(CC)Sc1ccc(OCC(=O)O)c(C)c1)S(=O)(=O)c1ccc(OC(F)(F)F)cc1. Reaction SMILES: [CH2:1]([CH3:2])[O:3][C:4]([CH2:5][O:6][c:7]1[c:8]([CH3:36])[cH:9][c:10]([S:13][CH:14]([CH2:15][CH3:16])[CH2:17][N:18]([S:19](=[O:20])(=[O:21])[c:22]2[cH:23][cH:24][c:25]([O:28][C:29]([F:30])([F:31])[F:32])[cH:26][cH:27]2)[CH2:33][CH2:34][CH3:35])[cH:11][cH:12]1)=[O:37].[CH3:41][CH2:42][OH:43].[CH3:44][CH2:45][O:46][C:47]([CH3:48])=[O:49].[ClH:40].[Na+:39].[OH-:38]>>[O:3]=[C:4]([CH2:5][O:6][c:7]1[c:8]([CH3:36])[cH:9][c:10]([S:13][CH:14]([CH2:15][CH3:16])[CH2:17][N:18]([S:19](=[O:20])(=[O:21])[c:22]2[cH:23][cH:24][c:25]([O:28][C:29]([F:30])([F:31])[F:32])[cH:26][cH:27]2)[CH2:33][CH2:34][CH3:35])[cH:11][cH:12]1)[OH:37].